From a dataset of the Open Reaction Database (ORD), a public repository of structured organic reaction records. describe an organic reaction: reactants, conditions, products, and yield Reactants: Cc1ccccc1, CCO, Fc1ccc(C(CCCCl)c2ccc(F)cc2)cc1, Cl, c1ccc(N2CCNCC2)nc1. Product: Fc1ccc(C(CCCN2CCN(c3ccccn3)CC2)c2ccc(F)cc2)cc1, Cl, Cl. RXN SMILES: [CH3:33][c:34]1[cH:35][cH:36][cH:37][cH:38][cH:39]1.[CH3:40][CH2:41][OH:42].[Cl:1][CH2:2][CH2:3][CH2:4][CH:5]([c:6]1[cH:7][cH:8][c:9]([F:12])[cH:10][cH:11]1)[c:13]1[cH:14][cH:15][c:16]([F:19])[cH:17][cH:18]1.[ClH:32].[n:20]1[c:21]([N:26]2[CH2:27][CH2:28][NH:29][CH2:30][CH2:31]2)[cH:22][cH:23][cH:24][cH:25]1>>[CH2:2]([CH2:3][CH2:4][CH:5]([c:6]1[cH:7][cH:8][c:9]([F:12])[cH:10][cH:11]1)[c:13]1[cH:14][cH:15][c:16]([F:19])[cH:17][cH:18]1)[N:29]1[CH2:28][CH2:27][N:26]([c:21]2[n:20][cH:25][cH:24][cH:23][cH:22]2)[CH2:31][CH2:30]1.[ClH:1].[ClH:32]. Starting materials: COC1=C(CNC=2C3=C(N=CN2)N(C=C3)[C@@H]3C[C@@H]([C@H]2OC(O[C@H]23)(C)C)CN(C2CC(C2)CCC2=NC3=C(N2)C=CC(=C3)C3(CCC3)C)C)C=CC(=C1)OC (N-(2,4-dimethoxybenzyl)-7-((3aS,4R,6R,6aR)-2,2-dimethyl-6-((methyl(3-(2-(5-(1-methylcyclobutyl)-1H-benzo[d]imidazol-2-yl)ethyl)cyclobutyl)amino)methyl)tetrahydro-3aH-cyclopenta[d][1,3]dioxol-4-yl)-7H-pyrrolo[2,3-d]pyrimidin-4-amine), FC(C(=O)O)(F)F (Trifluoroacetic Acid), O (Water), C(=O)([O-])[O-].[K+].[K+] (K2CO3). The reagents and catalysts are O (H2O). The solvent is CO (MeOH). Reaction conditions: temperature 0 celsius, time 30 minute. The product is NC=1C2=C(N=CN1)N(C=C2)[C@H]2[C@@H]([C@@H]([C@H](C2)CN(C2CC(C2)CCC2=NC1=C(N2)C=CC(=C1)C1(CCC1)C)C)O)O ((1R,2S,3R,5R)-3-(4-amino-7H-pyrrolo[2,3-d]pyrimidin-7-yl)-5-((methyl(3-(2-(5-(1-methylcyclobutyl)-1H-benzo[d]imidazol-2-yl)ethyl)cyclobutyl)amino)methyl)cyclopentane-1,2-diol). Isolated yield 3.1%. As a reaction SMILES: COC1C=C(OC)C=CC=1C[NH:6][C:7]1[C:8]2[CH:15]=[CH:14][N:13]([C@H:16]3[C@H:23]4[C@H:19]([O:20]C(C)(C)[O:22]4)[C@@H:18]([CH2:26][N:27]([CH3:48])[CH:28]4[CH2:31][CH:30]([CH2:32][CH2:33][C:34]5[NH:38][C:37]6[CH:39]=[CH:40][C:41]([C:43]7([CH3:47])[CH2:46][CH2:45][CH2:44]7)=[CH:42][C:36]=6[N:35]=5)[CH2:29]4)[CH2:17]3)[C:9]=2[N:10]=[CH:11][N:12]=1.FC(F)(F)C(O)=O.O.C([O-])([O-])=O.[K+].[K+]>CO.O>[NH2:6][C:7]1[C:8]2[CH:15]=[CH:14][N:13]([C@@H:16]3[CH2:17][C@H:18]([CH2:26][N:27]([CH3:48])[CH:28]4[CH2:29][CH:30]([CH2:32][CH2:33][C:34]5[NH:38][C:37]6[CH:39]=[CH:40][C:41]([C:43]7([CH3:47])[CH2:44][CH2:45][CH2:46]7)=[CH:42][C:36]=6[N:35]=5)[CH2:31]4)[C@@H:19]([OH:20])[C@H:23]3[OH:22])[C:9]=2[N:10]=[CH:11][N:12]=1 |f:3.4.5|. Procedure details: N-(2,4-dimethoxybenzyl)-7-((3aS,4R,6R,6aR)-2,2-dimethyl-6-((methyl(3-(2-(5-(1-methylcyclobutyl)-1H-benzo[d]imidazol-2-yl)ethyl)cyclobutyl)amino)methyl)tetrahydro-3aH-cyclopenta[d][1,3]dioxol-4-yl)-7H-pyrrolo[2,3-d]pyrimidin-4-amine (128 mg, 0.17 4 mmol) was dissolved in a mixture of Trifluoroacetic Acid (3.60 ml, 46.7 mmol) and Water (0.4 ml, 20 mmol) which had been pre-cooled at 0° C. in an ice bath. The solution was stirred at 0° C. for 30 minutes, then the ice bath was removed and the mixture... Reactants: [N-]=[N+]=[N-].[Na+] (sodium azide), CS(=O)(=O)OCCOCCNC(=O)OC(C)(C)C (2-{2-[(tert-butoxycarbonyl)amino]ethoxy}ethyl methanesulfonate). The solvent is CN(C)C=O (DMF). Reaction conditions: temperature 90 celsius. Yields the product N(=[N+]=[N-])CCOCCNC(OC(C)(C)C)=O (tert-butyl 2-(2-azidoethoxy)ethylcarbamate). Yield: 97.1%. As a reaction SMILES: [N-:1]=[N+:2]=[N-:3].[Na+].CS(O[CH2:10][CH2:11][O:12][CH2:13][CH2:14][NH:15][C:16]([O:18][C:19]([CH3:22])([CH3:21])[CH3:20])=[O:17])(=O)=O>CN(C=O)C>[N:1]([CH2:10][CH2:11][O:12][CH2:13][CH2:14][NH:15][C:16](=[O:17])[O:18][C:19]([CH3:22])([CH3:21])[CH3:20])=[N+:2]=[N-:3] |f:0.1|. Reported procedure: Under a nitrogen atmosphere, sodium azide (29.8 g, 458 mmol) was added to a solution of 2-{2-[(tert-butoxycarbonyl)amino]ethoxy}ethyl methanesulfonate (118 g, 416 mmol) in DMF, and the reaction was heated at 90° C. for six hours. The reaction was allowed to cool to room temperature overnight, and then the solvent was removed under reduced pressure. Water (1 L) was added, and the resulting solution was extracted with diethyl ether (4×500 mL). The combined extracts were washed with water (1×250 mL... Starting materials: C(=O)(OC(C)(C)C)N1[C@H](CCC1)CCC1=CC=CC=C1 ((S)-(+)-N-Boc-2-phenethylpyrrolidine), C(=O)(C(F)(F)F)O (TFA). The solvent is C(Cl)Cl (CH2Cl2). Run at time 3 hour. The product is C(CC1=CC=CC=C1)[C@@H]1NCCC1 ((S)-(+)-2-phenethylpyrrolidine). The yield is 91.6%. As a reaction SMILES: C([N:8]1[CH2:12][CH2:11][CH2:10][C@@H:9]1[CH2:13][CH2:14][C:15]1[CH:20]=[CH:19][CH:18]=[CH:17][CH:16]=1)(OC(C)(C)C)=O.C(O)(C(F)(F)F)=O>C(Cl)Cl>[CH2:13]([C@H:9]1[CH2:10][CH2:11][CH2:12][NH:8]1)[CH2:14][C:15]1[CH:20]=[CH:19][CH:18]=[CH:17][CH:16]=1. Procedure details: To a solution of (S)-(+)-N-Boc-2-phenethylpyrrolidine (0.53 g, 1.93 mmol) in 5 mL of CH2Cl2 at 0° C. was added 5 mL of TFA. The solution was warmed to room temperature and stirred for 3 hours. The organic layer was concentrated under reduced pressure and redissolved in CH2Cl2. The organic layer was washed with 1 M NaOH, dried over Na2SO4, filtered and concentrated under reduced pressure to give the title compound as a light yellow oil (0.31 g, 91%). ES (+) MS m/e=176 (M+H).